This data is from the Open Reaction Database (ORD), a public repository of structured organic reaction records. The task is: describe an organic reaction: reactants, conditions, products, and yield Reactants: CN(C)CCO (2-(N,N-dimethylamino)ethanol), C(OC)(OC(C)C)=O (methyl isopropyl carbonate). Run in CO (methanol). Product: C(OC(C)C)(OCCN(C)C)=O (isopropyl 2-dimethylaminoethyl carbonate), CN(C)CCO (2-(N,N-dimethylamino)ethanol). RXN SMILES: [CH3:1][N:2]([CH2:4][CH2:5][OH:6])[CH3:3].[C:7](=O)([O:10][CH:11]([CH3:13])[CH3:12])[O:8]C>CO>[C:7](=[O:8])([O:6][CH2:5][CH2:4][N:2]([CH3:3])[CH3:1])[O:10][CH:11]([CH3:13])[CH3:12].[CH3:1][N:2]([CH2:4][CH2:5][OH:6])[CH3:3]. Procedure details: In a preferred embodiment of the one-step process, bis[2-(N,N-dimethylamino)ethyl]carbonate is produced by the process comprising the step of reacting 2-(N,N-dimethylamino)ethanol with methyl isopropyl carbonate in the presence of a transesterification catalyst to form isopropyl 2-dimethylaminoethyl carbonate and methanol, wherein the 2-(N,N-dimethylamino)ethanol reacts with the isopropyl 2-dimethylaminoethyl carbonate to form bis[2-(N,N-dimethylamino)ethyl] carbonate and isopropanol, under cond... The reactants are Cc1ccccc1, OC1CCN(c2ccc(C(F)(F)F)cc2)CC1, CC(C)OC(=O)N=NC(=O)OC(C)C, CC(C)(C)OC(=O)N1CCC(NC(=O)c2nc3ccc(O)cc3o2)CC1, c1ccc(P(c2ccccc2)c2ccccc2)cc1. Yields the product CC(C)(C)OC(=O)N1CCC(NC(=O)c2nc3ccc(OC4CCN(c5ccc(C(F)(F)F)cc5)CC4)cc3o2)CC1. Reaction SMILES: [CH3:77][c:78]1[cH:79][cH:80][cH:81][cH:82][cH:83]1.[F:41][C:42]([c:43]1[cH:44][cH:45][c:46]([N:49]2[CH2:50][CH2:51][CH:52]([OH:55])[CH2:53][CH2:54]2)[cH:47][cH:48]1)([F:56])[F:57].[O:27]=[C:28]([O:29][CH:30]([CH3:31])[CH3:32])[N:33]=[N:34][C:35]([O:36][CH:37]([CH3:38])[CH3:39])=[O:40].[OH:1][c:2]1[cH:3][c:4]2[c:5]([n:6][c:7]([C:9](=[O:10])[NH:11][CH:12]3[CH2:13][CH2:14][N:15]([C:18](=[O:19])[O:20][C:21]([CH3:22])([CH3:23])[CH3:24])[CH2:16][CH2:17]3)[o:8]2)[cH:25][cH:26]1.[c:58]1([P:59]([c:60]2[cH:61][cH:62][cH:63][cH:64][cH:65]2)[c:66]2[cH:67][cH:68][cH:69][cH:70][cH:71]2)[cH:72][cH:73][cH:74][cH:75][cH:76]1>>[O:1]([c:2]1[cH:3][c:4]2[c:5]([n:6][c:7]([C:9](=[O:10])[NH:11][CH:12]3[CH2:13][CH2:14][N:15]([C:18](=[O:19])[O:20][C:21]([CH3:22])([CH3:23])[CH3:24])[CH2:16][CH2:17]3)[o:8]2)[cH:25][cH:26]1)[CH:52]1[CH2:51][CH2:50][N:49]([c:46]2[cH:45][cH:44][c:43]([C:42]([F:41])([F:56])[F:57])[cH:48][cH:47]2)[CH2:54][CH2:53]1.